This data is from the Open Reaction Database (ORD), a public repository of structured organic reaction records. The task is: describe an organic reaction: reactants, conditions, products, and yield Yield: 33.4%. The reactants are BrN1C(CCC1=O)=O (N-bromosuccinimide), FC=1C=C(C=CC1)C=1C(=CNC1)C(=O)OCC (ethyl 4-(3-fluorophenyl)-1H-pyrrole-3-carboxylate), S(=S)(=O)([O-])[O-].[Na+].[Na+] (sodium thiosulfate). Product: BrC1=C(C(=CN1)C(=O)OCC)C1=CC(=CC=C1)F (ethyl 5-bromo-4-(3-fluorophenyl)-1H-pyrrole-3-carboxylate). Reported procedure: To a solution of 38.3 g (164 mmol) of ethyl 4-(3-fluorophenyl)-1H-pyrrole-3-carboxylate in 380 ml of tetrahydrofuran are added, over 30 minutes, 32.1 g (181 mmol) of N-bromosuccinimide (CAS 128-08-5), and the mixture is then stirred for 3 hours at reflux. After cooling, 200 ml of aqueous 5% sodium thiosulfate solution are added and the reaction product is extracted with ethyl acetate. The organic phase is dried over sodium sulfate and the solvent is evaporated off under reduced pressure, to give... Run in O1CCCC1 (tetrahydrofuran). Reaction SMILES: [F:1][C:2]1[CH:3]=[C:4]([C:8]2[C:9]([C:13]([O:15][CH2:16][CH3:17])=[O:14])=[CH:10][NH:11][CH:12]=2)[CH:5]=[CH:6][CH:7]=1.[Br:18]N1C(=O)CCC1=O.S([O-])([O-])(=O)=S.[Na+].[Na+]>O1CCCC1>[Br:18][C:12]1[NH:11][CH:10]=[C:9]([C:13]([O:15][CH2:16][CH3:17])=[O:14])[C:8]=1[C:4]1[CH:5]=[CH:6][CH:7]=[C:2]([F:1])[CH:3]=1 |f:2.3.4|.